Dataset: the Open Reaction Database (ORD), a public repository of structured organic reaction records. Task: describe an organic reaction: reactants, conditions, products, and yield Starting materials: ice water, ClC1=CC=CC=2CNS(C21)(=O)=O (7-chloro-2,3-dihydro-1,2-benzisothiazole-1,1-dioxide), CI (methyl iodide), CC(C)([O-])C.[K+] (potassium t-butoxide). Solvent: CN(C=O)C (dimethylformamide). Reaction conditions: time 30 minute. Yields the product CN1S(C2=C(C1)C=CC=C2Cl)(=O)=O (2-Methyl-7-chloro-2,3-dihydro-1,2-benzisothiazole-1,1-dioxide). Yield: 86.8%. As a reaction SMILES: [Cl:1][C:2]1[C:10]2[S:9](=[O:12])(=[O:11])[NH:8][CH2:7][C:6]=2[CH:5]=[CH:4][CH:3]=1.[CH3:13]C(C)([O-])C.[K+].CI>CN(C)C=O>[CH3:13][N:8]1[CH2:7][C:6]2[CH:5]=[CH:4][CH:3]=[C:2]([Cl:1])[C:10]=2[S:9]1(=[O:12])=[O:11] |f:1.2|. Procedure details: A solution of 16.6 g of 7-chloro-2,3-dihydro-1,2-benzisothiazole-1,1-dioxide in 85 mls of dry dimethylformamide was cooled and treated with 10 g of potassium t-butoxide at such a rate that the temperature remained below 6° C. The resulting suspension was stirred at 5° to 10° C. for 30 minutes, treated with 6.1 mls of methyl iodide at 10° to 15° C. and stirred at room temperature for 16 hours. The mixture was poured into ice water and the resulting solid was filtered, washed with water and dried ... The reactants are Cc1cccc(C(C)C)c1Br, CN(C)C=O, CCOCC, [Mg]. Product: Cc1cccc(C(C)C)c1C=O. As a reaction SMILES: [Br:1][c:2]1[c:3]([CH:9]([CH3:10])[CH3:11])[cH:4][cH:5][cH:6][c:7]1[CH3:8].[CH3:13][N:14]([CH:15]=[O:16])[CH3:17].[CH3:18][CH2:19][O:20][CH2:21][CH3:22].[Mg:12]>>[c:2]1([CH:15]=[O:16])[c:3]([CH:9]([CH3:10])[CH3:11])[cH:4][cH:5][cH:6][c:7]1[CH3:8].